This data is from the Open Reaction Database (ORD), a public repository of structured organic reaction records. The task is: describe an organic reaction: reactants, conditions, products, and yield Starting materials: O (water), SC1=CC=NC=C1 (4-mercaptopyridine), [OH-].[K+] (potassium hydroxide), ClCCCCN(C(CC)=O)C1=C(C=CC=C1)N(CCCCCl)C(CC)=O (1,2-bis[N-(4-chlorobutyl)-N-propionylamino]benzene). The solvent is CS(=O)C (dimethyl sulfoxide). Conditions: time 2 hour. The product is N1=CC=C(C=C1)SCCCCN(C(CC)=O)C1=C(C=CC=C1)N(CCCCSC1=CC=NC=C1)C(CC)=O (1,2-bis-[N-[4-(4-pyridylthio)butyl]-N-propionylamino]benzene). Isolated yield 80.7%. As a reaction SMILES: [SH:1][C:2]1[CH:7]=[CH:6][N:5]=[CH:4][CH:3]=1.[OH-].[K+].Cl[CH2:11][CH2:12][CH2:13][CH2:14][N:15]([C:20]1[CH:25]=[CH:24][CH:23]=[CH:22][C:21]=1[N:26]([C:32](=[O:35])[CH2:33][CH3:34])[CH2:27][CH2:28][CH2:29][CH2:30]Cl)[C:16](=[O:19])[CH2:17][CH3:18].O>CS(C)=O>[N:5]1[CH:6]=[CH:7][C:2]([S:1][CH2:11][CH2:12][CH2:13][CH2:14][N:15]([C:20]2[CH:25]=[CH:24][CH:23]=[CH:22][C:21]=2[N:26]([C:32](=[O:35])[CH2:33][CH3:34])[CH2:27][CH2:28][CH2:29][CH2:30][S:1][C:2]2[CH:7]=[CH:6][N:5]=[CH:4][CH:3]=2)[C:16](=[O:19])[CH2:17][CH3:18])=[CH:3][CH:4]=1 |f:1.2|. Procedure: To a solution of 525 mg (4.7 mmol) of 4-mercaptopyridine and 265 mg (4.7 mmol) of potassium hydroxide in 20 ml of dimethyl sulfoxide, 760 mg (1.89 mmol) of 1,2-bis[N-(4-chlorobutyl)-N-propionylamino]benzene was added at room temperature, and the mixture was stirred for 2 hours. The reaction mixture was poured into water and the mixture was extracted with ethyl acetate. The extract was dried and the solvent was distilled off. The residue was purified by column chromatography (eluent: ethyl acetat... Reactants: O=C([O-])[O-], CCOC(C)=O, NC1c2ccccc2C(=O)N1Cc1ccccc1, CO, Cl, [K+], [K+], O. Product: NC1c2ccccc2C(=O)N1Cc1ccccc1, CC(=O)O. As a reaction SMILES: [C:25](=[O:26])([O-:27])[O-:28].[CH2:1]([CH3:2])[O:3][C:4]([CH3:5])=[O:6].[CH2:7]([c:8]1[cH:9][cH:10][cH:11][cH:12][cH:13]1)[N:14]1[CH:15]([NH2:24])[c:16]2[cH:17][cH:18][cH:19][cH:20][c:21]2[C:22]1=[O:23].[CH3:33][OH:34].[ClH:31].[K+:29].[K+:30].[OH2:32]>>[CH2:7]([c:8]1[cH:9][cH:10][cH:11][cH:12][cH:13]1)[N:14]1[CH:15]([NH2:24])[c:16]2[cH:17][cH:18][cH:19][cH:20][c:21]2[C:22]1=[O:23].[O:3]=[C:4]([CH3:5])[OH:6]. Reactants: CC(CCCCC)NC1=NC2=CC(=C(C=C2N=C1)OC)OC (hept-2-yl-(6,7-dimethoxyquinoxalin-2-yl)-amine), [C@]12(C(=O)CC(CC1)C2(C)C)CS(=O)(=O)O ((1S)-(+)-camphorsulfonic acid). Run in CCCCCCC (heptane). Yields the product [C@@H]12[C@@H](C[C@@H](CC1)C2)NC2=NC1=CC(=C(C=C1N=C2)OC)OC ((1R,2R,4S)-(+)-Bicyclo[2 .2.1]hept-2-yl-(6,7-dimethoxyquinoxalin-2-yl)-amine). RXN SMILES: [CH3:1][CH:2]([NH:8][C:9]1[CH:18]=[N:17][C:16]2[C:11](=[CH:12][C:13]([O:21][CH3:22])=[C:14]([O:19][CH3:20])[CH:15]=2)[N:10]=1)[CH2:3][CH2:4][CH2:5][CH2:6][CH3:7].[C@]12(CS(O)(=O)=O)C(C)(C)C(CC1)CC2=O>CCCCCCC>[C@H:3]12[CH2:7][C@H:6]([CH2:5][CH2:4]1)[CH2:1][C@H:2]2[NH:8][C:9]1[CH:18]=[N:17][C:16]2[C:11](=[CH:12][C:13]([O:21][CH3:22])=[C:14]([O:19][CH3:20])[CH:15]=2)[N:10]=1. Reported procedure: The (±)-bicyclo[2.2.]hept-2-yl-(6,7-dimethoxyquinoxalin-2-yl)-amine of Example 14 is resolved on a chiral HPLC column (Chiralpac AD, 25×2 cm, 60% heptane/40% ethanol with 10 mM (1S)-(+)-camphorsulfonic acid, 12 mL/minute) and the above titled product is obtained as the first eluent. The fractions collected are combined and washed with 50 mL of 1 N NaOH before drying (MgSO4). The solution after filtration is concentrated on a rotovap and then dried under a high vacuum. A yellow solid is obtained.... The reactants are C1(CC1)N1C=C(C(C2=CC(=C(C(=C12)F)F)F)=O)C(=O)OCC (ethyl 1-cyclopropyl-6,7,8-trifluoro-1,4-dihydro-4-oxo-3-quinolinecarboxylate), O (water). Reagents/catalysts: S(O)(O)(=O)=O (sulfuric acid). The solvent is C(C)(=O)O (acetic acid). Reaction conditions: temperature 80 celsius. The product is C1(CC1)N1C=C(C(C2=CC(=C(C(=C12)F)F)F)=O)C(=O)O (1-cyclopropyl-6,7,8-trifluoro-1,4-dihydro-4-oxo-3-quinolinecarboxylic acid). Yield: 99.0%. Reaction SMILES: [CH:1]1([N:4]2[C:13]3[C:8](=[CH:9][C:10]([F:16])=[C:11]([F:15])[C:12]=3[F:14])[C:7](=[O:17])[C:6]([C:18]([O:20]CC)=[O:19])=[CH:5]2)[CH2:3][CH2:2]1.O>S(=O)(=O)(O)O.C(O)(=O)C>[CH:1]1([N:4]2[C:13]3[C:8](=[CH:9][C:10]([F:16])=[C:11]([F:15])[C:12]=3[F:14])[C:7](=[O:17])[C:6]([C:18]([OH:20])=[O:19])=[CH:5]2)[CH2:2][CH2:3]1. Procedure: 300 g of ethyl 1-cyclopropyl-6,7,8-trifluoro-1,4-dihydro-4-oxo-3-quinolinecarboxylate, 106.8 g of water, and 426 g of acetic acid were introduced and 3.8 g of sulfuric acid were added. The mixture was heated at reflux for 3 hours. 310 ml of distillate were then distilled off until a bottom temperature of 109° C. was reached. The mixture was then cooled to 80° C. and 157.5 g of 4.8% strength by weight sodium acetate solution were added dropwise. The pH was then in the range 3 to 4. The mixture wa...